Dataset: the Open Reaction Database (ORD), a public repository of structured organic reaction records. Task: describe an organic reaction: reactants, conditions, products, and yield The solvent is ClC1=C(C=CC=C1)Cl (o-dichlorobenzene). Reaction SMILES: Cl[C:2](=[CH2:8])[C:3]([O:5][CH2:6][CH3:7])=[O:4].[Cl:9][C:10]1[CH:15]=[CH:14][C:13]([C:16]2O[C:19](=O)[S:18][N:17]=2)=[CH:12][CH:11]=1>ClC1C=CC=CC=1Cl>[Cl:9][C:10]1[CH:11]=[CH:12][C:13]([C:16]2[C:2]([C:3]([O:5][CH2:6][CH3:7])=[O:4])=[CH:19][S:18][N:17]=2)=[CH:14][CH:15]=1.[Cl:9][C:10]1[CH:15]=[CH:14][C:13]([C:16]2[CH:8]=[C:2]([C:3]([O:5][CH2:6][CH3:7])=[O:4])[S:18][N:17]=2)=[CH:12][CH:11]=1. Procedure details: A solution of 40.4 g (0.30 mol) of ethyl 2-chloroacrylate and 2.14 g (0.010 mol) of 5-(p-chlorophenyl)-1,3,4-oxathiazole-2-one in 75 g of o-dichlorobenzene was held at reflux (165°-175°) for 55 minutes, at which time gas chromatography analysis indicated about 70% reaction. The reaction mixture was allowed to cool, and the supernatant was decanted from polymeric ester. Concentration of the supernatant under vacuum, chromatography of the residue on silicic acid, and crystallizations of the variou... Reactants: ClC(C(=O)OCC)=C (ethyl 2-chloroacrylate), ClC1=CC=C(C=C1)C1=NSC(O1)=O (5-(p-chlorophenyl)-1,3,4-oxathiazole-2-one). Isolated yield 17.0%. The product is ClC1=CC=C(C=C1)C1=NSC=C1C(=O)OCC (ethyl 3-(p-chlorophenyl)-4-isothiazolecarboxylate), ClC1=CC=C(C=C1)C1=NSC(=C1)C(=O)OCC (ethyl 3-(p-chlorophenyl)-5-isothiazolecarboxylate). The reactants are C(C)OC1CCC(CC1)C1=CC(=C(C=C1)C1=CCC(CC1)C1CCC2(OCCO2)CC1)F (8-(4-(4-(4-ethoxycyclohexyl)-2-fluorophenyl)cyclohex-3-enyl)-1,4-dioxaspiro[4,5]decane), [H][H] (hydrogen), C([O-])([O-])=O.[K+].[K+] (potassium carbonate). The reagents and catalysts are [Pd] (Pd/C). Solvent: C1(=CC=CC=C1)C (toluene), C(C)(C)O (isopropyl alcohol). Product: C(C)OC1CCC(CC1)C1=CC(=C(C=C1)C1CCC(CC1)C1CCC2(OCCO2)CC1)F (8-(4-(4-(4-ethoxycyclohexyl)-2-fluorophenyl)cyclohexyl)-1,4-dioxaspiro[4,5]decane). As a reaction SMILES: [CH2:1]([O:3][CH:4]1[CH2:9][CH2:8][CH:7]([C:10]2[CH:15]=[CH:14][C:13]([C:16]3[CH2:21][CH2:20][CH:19]([CH:22]4[CH2:31][CH2:30][C:25]5([O:29][CH2:28][CH2:27][O:26]5)[CH2:24][CH2:23]4)[CH2:18][CH:17]=3)=[C:12]([F:32])[CH:11]=2)[CH2:6][CH2:5]1)[CH3:2].C(=O)([O-])[O-].[K+].[K+].[H][H]>C1(C)C=CC=CC=1.C(O)(C)C.[Pd]>[CH2:1]([O:3][CH:4]1[CH2:5][CH2:6][CH:7]([C:10]2[CH:15]=[CH:14][C:13]([CH:16]3[CH2:17][CH2:18][CH:19]([CH:22]4[CH2:31][CH2:30][C:25]5([O:26][CH2:27][CH2:28][O:29]5)[CH2:24][CH2:23]4)[CH2:20][CH2:21]3)=[C:12]([F:32])[CH:11]=2)[CH2:8][CH2:9]1)[CH3:2] |f:1.2.3|. Reported procedure: The compound (24) was dissolved in a mixed solvent of toluene (150 ml) and isopropyl alcohol (150 ml), and then Pd/C (2.35 g) and potassium carbonate (0.40 g) were added thereto. The mixture was stirred at room temperature under a hydrogen atmosphere until hydrogen absorption had ceased. After the reaction had been completed, Pd/C was removed and then the solvent was distilled off. The residue was purified with a fractional operation by means of column chromatography using a mixed solvent of tol... The reactants are ON=C(C(=CCC(=O)OC)C1=CC=C(C=C1)OC)C1=CC=C(C=C1)OC (methyl 5-hydroxyimino-4,5-bis(4-methoxyphenyl)-3-pentenoate), OO (hydrogen peroxide). Reagents/catalysts: [O-2].[O-2].[Mn+4] (manganese dioxide), [O-2].[O-2].[Mn+4] (manganese dioxide). Run in C(C)(=O)O (acetic acid), C(C)(=O)O (acetic acid). Reaction conditions: temperature 60 celsius, time 1 hour. Yields the product COC(=O)CC1=C(C(=NO1)C1=CC=C(C=C1)OC)C1=CC=C(C=C1)OC (5-methoxycarbonylmethyl-3,4-bis(4-methoxyphenyl)isoxazole). The yield is 65.0%. As a reaction SMILES: [OH:1][N:2]=[C:3]([C:19]1[CH:24]=[CH:23][C:22]([O:25][CH3:26])=[CH:21][CH:20]=1)[C:4]([C:11]1[CH:16]=[CH:15][C:14]([O:17][CH3:18])=[CH:13][CH:12]=1)=[CH:5][CH2:6][C:7]([O:9][CH3:10])=[O:8].OO>C(O)(=O)C.[O-2].[O-2].[Mn+4]>[CH3:10][O:9][C:7]([CH2:6][C:5]1[O:1][N:2]=[C:3]([C:19]2[CH:20]=[CH:21][C:22]([O:25][CH3:26])=[CH:23][CH:24]=2)[C:4]=1[C:11]1[CH:16]=[CH:15][C:14]([O:17][CH3:18])=[CH:13][CH:12]=1)=[O:8] |f:3.4.5|. Procedure: A 1.2 g (3.38 mmols) quantity of methyl 5-hydroxyimino-4,5-bis(4-methoxyphenyl)-3-pentenoate was dissolved in 19 ml of acetic acid, and the solution was added dropwise to a suspension composed of 0.44 g (5.1 mmols) of manganese dioxide and 5 ml of acetic acid at 60° C. After the completion of addition, the mixture was stirred at 60° C. for one hour. After the completion of reaction, hydrogen peroxide was added to the reaction mixture to decompose excess manganese dioxide. The same procedure as i... RXN SMILES: [CH3:1][C:2]1[CH:7]=[CH:6][C:5]([C:8]2[CH:9]=[C:10]3[C:15](=[CH:16][CH:17]=2)[S:14][CH2:13][C:12]([C:18]([O:20]CC)=[O:19])=[CH:11]3)=[CH:4][CH:3]=1.[OH-].[Na+]>O1CCCC1.C(#N)C>[CH3:1][C:2]1[CH:3]=[CH:4][C:5]([C:8]2[CH:9]=[C:10]3[C:15](=[CH:16][CH:17]=2)[S:14][CH2:13][C:12]([C:18]([OH:20])=[O:19])=[CH:11]3)=[CH:6][CH:7]=1 |f:1.2|. The product is CC1=CC=C(C=C1)C=1C=C2C=C(CSC2=CC1)C(=O)O (6-(4-methyl-phenyl)-2H-thiochromene-3-carboxylic acid). Isolated yield 94.8%. Conditions: temperature 60 celsius, time 2.5 hour. Procedure details: To a solution of ethyl 6-(4-methylphenyl)-2H-thiochromene-3-carboxylate (2.12 g, 6.84 mmol) in tetrahydrofuran (20 ml) and acetonitrile (20 ml) was added dropwise 1N sodium hydroxide (7 ml), and the mixture was stirred at 60° C. for 2.5 hours. The solvent was evaporated, and the residue was dissolved in diethylether. The mixture was extracted with water. The organic layer was extracted with 0.5N sodium hydroxide, and both of the aqueous layers were made pH 3 with 6N hydrochloric acid. The mixtur... Reactants: CC1=CC=C(C=C1)C=1C=C2C=C(CSC2=CC1)C(=O)OCC (ethyl 6-(4-methylphenyl)-2H-thiochromene-3-carboxylate), [OH-].[Na+] (sodium hydroxide). Run in O1CCCC1 (tetrahydrofuran), C(C)#N (acetonitrile). Reactants: C(C1=CC=CC=C1)N(C(CN1C2=C(N3C(=NN=C3CC1=O)C1=CC=CC=C1)C=C(C(=C2)F)F)=O)C(C)C (N-benzyl-2-(8,9-difluoro-5-oxo-1-phenyl-4,5-dihydro-2,3,6,10b-tetraaza-benzo[e]azulen-6-yl)-N-isopropyl-acetamide), C(C)(C)(C)OC(=O)N1N=C(C2=CC=CC=C12)CBr (3-bromomethyl-indazole-1-carboxylic acid tert-butyl ester). Run in buffer solution. Product: C(C)(C)(C)OC(=O)N1N=C(C2=CC=CC=C12)CC1C(N(C2=C(N3C(=NN=C13)C1=CC=CC=C1)C=C(C(=C2)F)F)CC(N(C(C)C)CC2=CC=CC=C2)=O)=O (3-{6-[(benzyl-isopropyl-carbamoyl)-methyl]-8,9-difluoro-5-oxo-1-phenyl-5,6-dihydro-4H-2,3,6,10b-tetraaza-benzo[e]azulen-4-ylmethyl}-indazole-1-carboxylic acid tert-butyl ester). Yield: 34.2%. As a reaction SMILES: [CH2:1]([N:8]([CH:35]([CH3:37])[CH3:36])[C:9](=[O:34])[CH2:10][N:11]1[C:20](=[O:21])[CH2:19][C:18]2[N:14]([C:15]([C:22]3[CH:27]=[CH:26][CH:25]=[CH:24][CH:23]=3)=[N:16][N:17]=2)[C:13]2[CH:28]=[C:29]([F:33])[C:30]([F:32])=[CH:31][C:12]1=2)[C:2]1[CH:7]=[CH:6][CH:5]=[CH:4][CH:3]=1.[C:38]([O:42][C:43]([N:45]1[C:53]2[C:48](=[CH:49][CH:50]=[CH:51][CH:52]=2)[C:47]([CH2:54]Br)=[N:46]1)=[O:44])([CH3:41])([CH3:40])[CH3:39]>>[C:38]([O:42][C:43]([N:45]1[C:53]2[C:48](=[CH:49][CH:50]=[CH:51][CH:52]=2)[C:47]([CH2:54][CH:19]2[C:18]3[N:14]([C:15]([C:22]4[CH:27]=[CH:26][CH:25]=[CH:24][CH:23]=4)=[N:16][N:17]=3)[C:13]3[CH:28]=[C:29]([F:33])[C:30]([F:32])=[CH:31][C:12]=3[N:11]([CH2:10][C:9](=[O:34])[N:8]([CH2:1][C:2]3[CH:3]=[CH:4][CH:5]=[CH:6][CH:7]=3)[CH:35]([CH3:37])[CH3:36])[C:20]2=[O:21])=[N:46]1)=[O:44])([CH3:41])([CH3:40])[CH3:39]. Procedure: Following the procedure described in Example 3(A), Step A, N-benzyl-2-(8,9-difluoro-5-oxo-1-phenyl-4,5-dihydro-2,3,6,10b-tetraaza-benzo[e]azulen-6-yl)-N-isopropyl-acetamide (Preparation 9) (200 mg, 0.399 mmol) was alkylated with 3-bromomethyl-indazole-1-carboxylic acid tert-butyl ester (136 mg, 0.439 mmol). The reaction was diluted with a pH 6.8 buffer solution and the aqueous solution was extracted with EtOAc. The organic solution was washed with brine (4×), dried (Na2SO4), filtered and concent...